Dataset: the Open Reaction Database (ORD), a public repository of structured organic reaction records. Task: describe an organic reaction: reactants, conditions, products, and yield Starting materials: CN(C)C=O, COC(=O)c1cccnc1N, CN(C)c1ccncc1, O=C(Cl)C(=O)Cl, ClCCl, O=C(O)Cc1ccc(Cl)cc1Cl, c1ccncc1. The product is COC(=O)c1cccnc1NC(=O)Cc1ccc(Cl)cc1Cl. As a reaction SMILES: [CH3:19][N:20]([CH3:21])[CH:22]=[O:23].[CH3:24][O:25][C:26]([c:27]1[c:28]([NH2:33])[n:29][cH:30][cH:31][cH:32]1)=[O:34].[CH3:38][N:39]([CH3:40])[c:41]1[cH:42][cH:43][n:44][cH:45][cH:46]1.[Cl:1][C:2]([C:3]([Cl:4])=[O:5])=[O:6].[Cl:35][CH2:36][Cl:37].[Cl:7][c:8]1[c:9]([CH2:15][C:16](=[O:17])[OH:18])[cH:10][cH:11][c:12]([Cl:14])[cH:13]1.[cH:47]1[cH:48][cH:49][n:50][cH:51][cH:52]1>>[Cl:7][c:8]1[c:9]([CH2:15][C:16](=[O:18])[NH:33][c:28]2[c:27]([C:26]([O:25][CH3:24])=[O:34])[cH:32][cH:31][cH:30][n:29]2)[cH:10][cH:11][c:12]([Cl:14])[cH:13]1. Procedure details: Following the general procedure of hydrogenolysis of benzyl ethers of Description 18, a mixture of (cyclohexyloxycarbonyloxy)ethyl (2R)-4-{[3-(acetylamino)propyl]sulfonyloxy}-3,3-dimethyl-2-(phenylmethoxy)butanoate (43c) (0.19 g, 0.34 mmol) and 0.13 g of 10 wt.-% of palladium on activated carbon in 10 mL of methanol (MeOH) was stirred overnight under a hydrogen atmosphere. After purification by mass-guided preparative HPLC, 0.13 g (80% yield) of the title compound (43) was obtained as a colorles... Solvent: CO (methanol). Reaction conditions: time 8 hour. The product is C(C)(=O)NCCCS(=O)(=O)OCC([C@H](C(=O)OCCOC(=O)OC1CCCCC1)O)(C)C ((Cyclohexyloxycarbonyloxy)ethyl (2R)-4-{[3-(acetylamino)propyl]sulfonyloxy}-2-hydroxy-3,3-dimethylbutanoate). The reagents and catalysts are [Pd] (palladium on activated carbon). Starting materials: C(C)(=O)NCCCS(=O)(=O)OCC([C@H](C(=O)OCCOC(=O)OC1CCCCC1)OCC1=CC=CC=C1)(C)C ((cyclohexyloxycarbonyloxy)ethyl (2R)-4-{[3-(acetylamino)propyl]sulfonyloxy}-3,3-dimethyl-2-(phenylmethoxy)butanoate), benzyl ethers. As a reaction SMILES: [C:1]([NH:4][CH2:5][CH2:6][CH2:7][S:8]([O:11][CH2:12][C:13]([CH3:39])([CH3:38])[C@@H:14]([O:30]CC1C=CC=CC=1)[C:15]([O:17][CH2:18][CH2:19][O:20][C:21]([O:23][CH:24]1[CH2:29][CH2:28][CH2:27][CH2:26][CH2:25]1)=[O:22])=[O:16])(=[O:10])=[O:9])(=[O:3])[CH3:2]>[Pd].CO>[C:1]([NH:4][CH2:5][CH2:6][CH2:7][S:8]([O:11][CH2:12][C:13]([CH3:39])([CH3:38])[C@@H:14]([OH:30])[C:15]([O:17][CH2:18][CH2:19][O:20][C:21]([O:23][CH:24]1[CH2:29][CH2:28][CH2:27][CH2:26][CH2:25]1)=[O:22])=[O:16])(=[O:10])=[O:9])(=[O:3])[CH3:2]. Yield: 79.4%. The reactants are FC1=CC=C(CN)C=C1 (4-fluorobenzylamine), COC(C1=CC=C(C=C1)C=1N=C(C2=C(N1)SC=C2C)Cl)=O (4-(4-chloro-5-methyl-thieno-[2,3-d]-pyrimidin-2-yl)-benzoic acid methylester). Yields the product COC(C1=CC=C(C=C1)C=1N=C(C2=C(N1)SC=C2C)NCC2=CC=C(C=C2)F)=O (4-[4-(4-fluorobenzylamino)-5-methyl-thieno-[2,3-d]-pyrimidin-2-yl]-benzoic acid methylester). As a reaction SMILES: [F:1][C:2]1[CH:9]=[CH:8][C:5]([CH2:6][NH2:7])=[CH:4][CH:3]=1.[CH3:10][O:11][C:12](=[O:30])[C:13]1[CH:18]=[CH:17][C:16]([C:19]2[N:20]=[C:21](Cl)[C:22]3[C:27]([CH3:28])=[CH:26][S:25][C:23]=3[N:24]=2)=[CH:15][CH:14]=1>>[CH3:10][O:11][C:12](=[O:30])[C:13]1[CH:14]=[CH:15][C:16]([C:19]2[N:20]=[C:21]([NH:7][CH2:6][C:5]3[CH:8]=[CH:9][C:2]([F:1])=[CH:3][CH:4]=3)[C:22]3[C:27]([CH3:28])=[CH:26][S:25][C:23]=3[N:24]=2)=[CH:17][CH:18]=1. Procedure details: The reaction procedure as above wherein 4-fluorobenzylamine is reacted with 4-(4-chloro-5-methyl-thieno-[2,3-d]-pyrimidin-2-yl)-benzoic acid methylester yields 4-[4-(4-fluorobenzylamino)-5-methyl-thieno-[2,3-d]-pyrimidin-2-yl]-benzoic acid methylester.